Dataset: the Open Reaction Database (ORD), a public repository of structured organic reaction records. Task: describe an organic reaction: reactants, conditions, products, and yield Reactants: ClC=1C=C(C(=O)OO)C=CC1 (3-chloroperoxybenzoic acid), CSC=1C=C(C=CC1)N1N=C(C(C=C1)=O)C1=CC=NN1C1=CC=CC=C1 (1-[3-(methylsulfanyl)phenyl]-3-(1-phenyl-1H-pyrazol-5-yl)pyridazin-4(1H)-one), CSC=1C=C(C=CC1)N1N=C(C(C=C1)=O)C1=NN(C=C1)C1=CC=CC=C1 (1-[3-(methylsulfanyl)phenyl]-3-(1-phenyl-1H-pyrazol-3-yl)pyridazin-4(1H)-one), C([O-])(O)=O.[Na+] (sodium bicarbonate). Run in C(Cl)Cl (methylene chloride), C(Cl)Cl (methylene chloride). Conditions: time 2 hour. Yields the product CS(=O)C=1C=C(C=CC1)N1N=C(C(C=C1)=O)C1=CC=NN1C1=CC=CC=C1 (1-[3-(methylsulfinyl)phenyl]-3-(1-phenyl-1H-pyrazol-5-yl)pyridazin-4(1H)-one). Isolated yield 45.0%. Reaction SMILES: [CH3:1][S:2][C:3]1[CH:4]=[C:5]([N:9]2[CH:14]=[CH:13][C:12](=[O:15])[C:11]([C:16]3[N:20]([C:21]4[CH:26]=[CH:25][CH:24]=[CH:23][CH:22]=4)[N:19]=[CH:18][CH:17]=3)=[N:10]2)[CH:6]=[CH:7][CH:8]=1.CSC1C=C(N2C=CC(=[O:41])C(C3C=CN(C4C=CC=CC=4)N=3)=N2)C=CC=1.C(=O)(O)[O-].[Na+].ClC1C=C(C=CC=1)C(OO)=O>C(Cl)Cl>[CH3:1][S:2]([C:3]1[CH:4]=[C:5]([N:9]2[CH:14]=[CH:13][C:12](=[O:15])[C:11]([C:16]3[N:20]([C:21]4[CH:26]=[CH:25][CH:24]=[CH:23][CH:22]=4)[N:19]=[CH:18][CH:17]=3)=[N:10]2)[CH:6]=[CH:7][CH:8]=1)=[O:41] |f:2.3|. Reported procedure: A mixture of 1-[3-(methylsulfanyl)phenyl]-3-(1-phenyl-1H-pyrazol-5-yl)pyridazin-4(1H)-one and 1-[3-(methylsulfanyl)phenyl]-3-(1-phenyl-1H-pyrazol-3-yl)pyridazin-4(1H)-one (0.180 g, 0.50 mmol), sodium bicarbonate (0.168 g, 2.0 mmol) in methylene chloride (8 mL) was treated with 3-chloroperoxybenzoic acid (0.140 g, 77%, 0.62 mmol) and the resulting mixture was stirred at ambient temperature for 2 h. After this time, the reaction was diluted with methylene chloride (20 mL), quenched with sodium thi... Reactants: CCOc1cc(C(C)(C)C)ncc1C1=NC(C)(c2ccc(Cl)cc2)C(C)(c2ccc(Cl)cc2)N1C(=O)Cl, O=C1CNCCN1. Product: CCOc1cc(C(C)(C)C)ncc1C1=NC(C)(c2ccc(Cl)cc2)C(C)(c2ccc(Cl)cc2)N1C(=O)N1CCNC(=O)C1. Reaction SMILES: [C:1]([CH3:2])([CH3:3])([CH3:4])[c:5]1[cH:6][c:7]([O:35][CH2:36][CH3:37])[c:8]([C:11]2=[N:15][C:14]([CH3:16])([c:17]3[cH:18][cH:19][c:20]([Cl:23])[cH:21][cH:22]3)[C:13]([CH3:24])([c:25]3[cH:26][cH:27][c:28]([Cl:31])[cH:29][cH:30]3)[N:12]2[C:32](=[O:33])[Cl:34])[cH:9][n:10]1.[NH:38]1[C:39](=[O:44])[CH2:40][NH:41][CH2:42][CH2:43]1>>[C:1]([CH3:2])([CH3:3])([CH3:4])[c:5]1[cH:6][c:7]([O:35][CH2:36][CH3:37])[c:8]([C:11]2=[N:15][C:14]([CH3:16])([c:17]3[cH:18][cH:19][c:20]([Cl:23])[cH:21][cH:22]3)[C:13]([CH3:24])([c:25]3[cH:26][cH:27][c:28]([Cl:31])[cH:29][cH:30]3)[N:12]2[C:32](=[O:33])[N:41]2[CH2:40][C:39](=[O:44])[NH:38][CH2:43][CH2:42]2)[cH:9][n:10]1. Starting materials: [BH4-], CC(C)(C)NS(=O)(=O)c1ccccc1-c1ccc(N)cc1, Cc1ncc(C=O)c2c1OC(C)(C)OC2, Cc1ccccc1, ClCCl, [Na+], [Na+], [OH-], O, Cc1ccc(S(=O)(=O)O)cc1. Product: Cc1ncc(CNc2ccc(-c3ccccc3S(=O)(=O)NC(C)(C)C)cc2)c2c1OC(C)(C)OC2. Reaction SMILES: [BH4-:49].[C:1]([CH3:2])([CH3:3])([CH3:4])[NH:5][S:6](=[O:7])(=[O:8])[c:9]1[c:10](-[c:15]2[cH:16][cH:17][c:18]([NH2:21])[cH:19][cH:20]2)[cH:11][cH:12][cH:13][cH:14]1.[CH3:34][C:35]1([CH3:48])[O:36][CH2:37][c:38]2[c:39]([c:40]([CH3:46])[n:41][cH:42][c:43]2[CH:44]=[O:45])[O:47]1.[CH3:56][c:57]1[cH:58][cH:59][cH:60][cH:61][cH:62]1.[Cl:53][CH2:54][Cl:55].[Na+:50].[Na+:52].[OH-:51].[OH2:22].[c:23]1([CH3:24])[cH:25][cH:26][c:27]([S:28]([OH:29])(=[O:30])=[O:31])[cH:32][cH:33]1>>[C:1]([CH3:2])([CH3:3])([CH3:4])[NH:5][S:6](=[O:7])(=[O:8])[c:9]1[c:10](-[c:15]2[cH:16][cH:17][c:18]([NH:21][CH2:44][c:43]3[c:38]4[c:39]([c:40]([CH3:46])[n:41][cH:42]3)[O:47][C:35]([CH3:34])([CH3:48])[O:36][CH2:37]4)[cH:19][cH:20]2)[cH:11][cH:12][cH:13][cH:14]1. The reactants are ClC1=NC=CC(=C1)OC=1C=CC(=NC1)NC(=O)N1C(N(CC1)C1CCOCC1)=O (N-(5-((2-chloropyridin-4-yl)oxy)pyridin-2-yl)-2-oxo-3-(tetrahydro-2H-pyran-4-yl)imidazolidine-1-carboxamide), C(=O)([O-])[O-].[K+].[K+] (K2CO3), CC1=NC=C(C=C1)B1OC(C(O1)(C)C)(C)C (2-methyl-5-(4,4,5,5-tetramethyl-1,3,2-dioxaborolan-2-yl)pyridine). Reagents/catalysts: C=1C=CC(=CC1)[P](C=2C=CC=CC2)(C=3C=CC=CC3)[Pd]([P](C=4C=CC=CC4)(C=5C=CC=CC5)C=6C=CC=CC6)([P](C=7C=CC=CC7)(C=8C=CC=CC8)C=9C=CC=CC9)[P](C=1C=CC=CC1)(C=1C=CC=CC1)C=1C=CC=CC1 (Pd(PPh3)4). The solvent is O1CCOCC1 (dioxane), O (water). Conditions: temperature 95 celsius. The product is CC1=CC=C(C=N1)C1=NC=CC(=C1)OC=1C=CC(=NC1)NC(=O)N1C(N(CC1)C1CCOCC1)=O (N-(5-((6′-methyl-[2,3′-bipyridin]-4-yl)oxy)pyridin-2-yl)-2-oxo-3-(tetrahydro-2H-pyran-4-yl)imidazolidine-1-carboxamide). Yield: 51.9%. RXN SMILES: Cl[C:2]1[CH:7]=[C:6]([O:8][C:9]2[CH:10]=[CH:11][C:12]([NH:15][C:16]([N:18]3[CH2:22][CH2:21][N:20]([CH:23]4[CH2:28][CH2:27][O:26][CH2:25][CH2:24]4)[C:19]3=[O:29])=[O:17])=[N:13][CH:14]=2)[CH:5]=[CH:4][N:3]=1.C([O-])([O-])=O.[K+].[K+].[CH3:36][C:37]1[CH:42]=[CH:41][C:40](B2OC(C)(C)C(C)(C)O2)=[CH:39][N:38]=1>O1CCOCC1.O.C1C=CC([P]([Pd]([P](C2C=CC=CC=2)(C2C=CC=CC=2)C2C=CC=CC=2)([P](C2C=CC=CC=2)(C2C=CC=CC=2)C2C=CC=CC=2)[P](C2C=CC=CC=2)(C2C=CC=CC=2)C2C=CC=CC=2)(C2C=CC=CC=2)C2C=CC=CC=2)=CC=1>[CH3:36][C:37]1[N:38]=[CH:39][C:40]([C:2]2[CH:7]=[C:6]([O:8][C:9]3[CH:10]=[CH:11][C:12]([NH:15][C:16]([N:18]4[CH2:22][CH2:21][N:20]([CH:23]5[CH2:28][CH2:27][O:26][CH2:25][CH2:24]5)[C:19]4=[O:29])=[O:17])=[N:13][CH:14]=3)[CH:5]=[CH:4][N:3]=2)=[CH:41][CH:42]=1 |f:1.2.3,^1:62,64,83,102|. Procedure: A mixture of Example C1 (0.200 g, 0.479 mmol), K2CO3 (0.132 g, 0.957 mmol) and 2-methyl-5-(4,4,5,5-tetramethyl-1,3,2-dioxaborolan-2-yl)pyridine (0.126 g, 0.574 mmol) in dioxane (8 mL) and water (2 mL) was sparged with Ar, treated with Pd(PPh3)4 (0.055 g, 0.048 mmol), sparged again with Ar and heated at 95° C. overnight. The mixture was cooled to RT, treated with satd. NaHCO3 and extracted with EtOAc (4×). The combined organics were dried over Na2SO4, concentrated to dryness, suspended in MeCN an...